From a dataset of the Open Reaction Database (ORD), a public repository of structured organic reaction records. describe an organic reaction: reactants, conditions, products, and yield Reactants: CC(=O)OC(C)=O, Cc1ccc(-c2ccccc2C=O)cc1, Cl, NO, c1ccncc1. Product: Cc1ccc(-c2ccccc2C#N)cc1. Reaction SMILES: [CH3:19][C:20]([O:21][C:22](=[O:23])[CH3:24])=[O:25].[CH3:1][c:2]1[cH:3][cH:4][c:5](-[c:8]2[c:9]([CH:14]=[O:15])[cH:10][cH:11][cH:12][cH:13]2)[cH:6][cH:7]1.[ClH:16].[OH:17][NH2:18].[cH:26]1[cH:27][cH:28][n:29][cH:30][cH:31]1>>[CH3:1][c:2]1[cH:3][cH:4][c:5](-[c:8]2[c:9]([C:14]#[N:18])[cH:10][cH:11][cH:12][cH:13]2)[cH:6][cH:7]1. Reactants: CCO, NN, O, COC(=O)c1occ(-c2ccccc2)c1-c1ccccc1. Yields the product NNC(=O)c1occ(-c2ccccc2)c1-c1ccccc1. Reaction SMILES: [CH3:25][CH2:26][OH:27].[NH2:23][NH2:24].[OH2:22].[c:1]1(-[c:7]2[c:8]([C:18]([O:20][CH3:19])=[O:21])[o:9][cH:10][c:11]2-[c:12]2[cH:13][cH:14][cH:15][cH:16][cH:17]2)[cH:2][cH:3][cH:4][cH:5][cH:6]1>>[c:1]1(-[c:7]2[c:8]([C:18](=[O:20])[NH:23][NH2:24])[o:9][cH:10][c:11]2-[c:12]2[cH:13][cH:14][cH:15][cH:16][cH:17]2)[cH:2][cH:3][cH:4][cH:5][cH:6]1. Reactants: C1=CC=CC=2C3=CC=CC=C3C(=CC12)B(O)O (9-phenanthreneboronic acid), BrC1=CC2=CC(=CC=C2C=C1)Br (2,7-dibromonaphthalene), C(OC)COC (dimethoxyethane), C([O-])([O-])=O.[Na+].[Na+] (sodium carbonate). The reagents and catalysts are C=1C=CC(=CC1)[P](C=2C=CC=CC2)(C=3C=CC=CC3)[Pd]([P](C=4C=CC=CC4)(C=5C=CC=CC5)C=6C=CC=CC6)([P](C=7C=CC=CC7)(C=8C=CC=CC8)C=9C=CC=CC9)[P](C=1C=CC=CC1)(C=1C=CC=CC1)C=1C=CC=CC1 (tetrakis(triphenylphosphine)palladium). Run in C1(=CC=CC=C1)C (toluene), O (water). Run at temperature 85 celsius, time 7 hour. Yields the product BrC1=CC=C2C=CC(=CC2=C1)C=1C2=CC=CC=C2C=2C=CC=CC2C1 (7-bromo-2-(9-phenanthrenyl)naphthalene). Isolated yield 38.7%. As a reaction SMILES: [CH:1]1[C:14]2[CH:13]=[C:12](B(O)O)[C:11]3[C:6](=[CH:7][CH:8]=[CH:9][CH:10]=3)[C:5]=2[CH:4]=[CH:3][CH:2]=1.[Br:18][C:19]1[CH:28]=[CH:27][C:26]2[C:21](=[CH:22][C:23](Br)=[CH:24][CH:25]=2)[CH:20]=1.C(COC)OC.C(=O)([O-])[O-].[Na+].[Na+]>C1C=CC([P]([Pd]([P](C2C=CC=CC=2)(C2C=CC=CC=2)C2C=CC=CC=2)([P](C2C=CC=CC=2)(C2C=CC=CC=2)C2C=CC=CC=2)[P](C2C=CC=CC=2)(C2C=CC=CC=2)C2C=CC=CC=2)(C2C=CC=CC=2)C2C=CC=CC=2)=CC=1.O.C1(C)C=CC=CC=1>[Br:18][C:19]1[CH:20]=[C:21]2[C:26]([CH:25]=[CH:24][C:23]([C:12]3[C:11]4[C:6]([C:5]5[CH:4]=[CH:3][CH:2]=[CH:1][C:14]=5[CH:13]=3)=[CH:7][CH:8]=[CH:9][CH:10]=4)=[CH:22]2)=[CH:27][CH:28]=1 |f:3.4.5,^1:45,47,66,85|. Procedure: In argon atmosphere, a mixture of 18.64 g (83.9 mmol) of 9-phenanthreneboronic acid, 30.00 g (104.9 mmol) of 2,7-dibromonaphthalene, 4.85 g (4.2 mmol) of tetrakis(triphenylphosphine)palladium (0), 200 ml of dimethoxyethane, 200 ml of toluene, and 106 ml of a 2 M sodium carbonate was stirred at a bath temperature of 85° C. for 7 h. The reaction mixture was added with water and extracted with toluene. After washing with water, the organic phase was dried over magnesium sulfate. Then, the toluene w... The reactants are C(C)C=1C(NC(N([C@H]2C[C@H](O)[C@@H](CNC)O2)C1)=O)=O (2',5'-dideoxy-5-ethyl-5'-methylaminouridine), BrC1=C(C=CC=C1)CC(=O)Cl ((2-bromophenyl)acetyl chloride), acid, S(=O)(Cl)Cl (thionyl chloride). The solvent is C(Cl)Cl.CO (methylene chloride methanol), N1=CC=CC=C1 (pyridine), C1=CC=CC=C1 (benzene), C1=CC=CC=C1 (benzene). Reaction conditions: temperature 0 celsius, time 0.5 hour. Yields the product BrC1=C(C=CC=C1)CC(=O)N(C)C[C@@H]1[C@H](C[C@@H](O1)N1C(=O)NC(=O)C(=C1)CC)O (5'-[2-(2-bromophenyl)-N-methylacetamido]-2',5'-dideoxy-5-ethyluridine). As a reaction SMILES: [CH2:1]([C:3]1[C:4](=[O:19])[NH:5][C:6](=[O:18])[N:7]([CH:17]=1)[C@@H:8]1[O:16][C@H:12]([CH2:13][NH:14][CH3:15])[C@@H:10]([OH:11])[CH2:9]1)[CH3:2].[Br:20][C:21]1[CH:26]=[CH:25][CH:24]=[CH:23][C:22]=1[CH2:27][C:28](Cl)=[O:29].S(Cl)(Cl)=O>N1C=CC=CC=1.C1C=CC=CC=1.C(Cl)Cl.CO>[Br:20][C:21]1[CH:26]=[CH:25][CH:24]=[CH:23][C:22]=1[CH2:27][C:28]([N:14]([CH2:13][C@H:12]1[O:16][C@@H:8]([N:7]2[CH:17]=[C:3]([CH2:1][CH3:2])[C:4](=[O:19])[NH:5][C:6]2=[O:18])[CH2:9][C@@H:10]1[OH:11])[CH3:15])=[O:29] |f:5.6|. Procedure: 0.72 g of 2',5'-dideoxy-5-ethyl-5'-methylaminouridine in 25 ml of dry pyridine was stirred at 0° C. and treated with a solution of (2-bromophenyl)acetyl chloride (prepared from 0.65 g of the acid by treatment with thionyl chloride in benzene under reflux) in 7 ml of benzene. The mixture was stirred at 0° C. for 0.5 hour and then stored at 4° C. overnight. The solvents were removed by evaporation and the residue was re-evaporated with toluene to give a gum which was subsequently triturated with d... Starting materials: ( a ), ClC1=C(C=CC(=C1C)[N+](=O)[O-])O (2-Chloro-3-methyl-4-nitrophenol), [H-].[Na+] (sodium hydride), CI (methyl iodide). The solvent is CN(C)C=O (DMF). Product: ClC1=C(C=CC(=C1C)[N+](=O)[O-])OC (2-chloro-3-methyl-4-nitroanisole). Isolated yield 81.2%. Reaction SMILES: [Cl:1][C:2]1[C:7]([CH3:8])=[C:6]([N+:9]([O-:11])=[O:10])[CH:5]=[CH:4][C:3]=1[OH:12].[H-].[Na+].[CH3:15]I>CN(C=O)C>[Cl:1][C:2]1[C:7]([CH3:8])=[C:6]([N+:9]([O-:11])=[O:10])[CH:5]=[CH:4][C:3]=1[O:12][CH3:15] |f:1.2|. Reported procedure: 2-Chloro-3-methyl-4-nitrophenol (9.39 g, 50.0 mmol) was reacted with sodium hydride (50%, 2.64 g, 55.0 mmol) and methyl iodide (7.81 g, 55.0 mmol) in dry DMF (200 ml) by the method described in 1 (a). After treatment with water, the product was extracted with chloroform, and the dried extract evaporated to dryness, leaving an oil which crystallised on cooling, leaving solid 2-chloro-3-methyl-4-nitroanisole (8.19 g). Reactants: CC1=NOC(=C1S(=O)(=O)Cl)C (3,5-dimethylisoxazol-4-sulphonyl chloride), C1(=CC=CC=C1)C1=NOC(N1)=O (3-phenyl-4H-[1,2,4]oxadiazol-5-one), O1CCCC1 (tetrahydrofuran), suspension, [H-].[Na+] (sodium hydride). The solvent is O (water). Reaction conditions: time 10 minute. The product is CC1=NOC(=C1S(=O)(=O)N1C(=NOC1=O)C1=CC=CC=C1)C (4-(3,5-dimethylisoxazole-4-sulphonyl)-3-phenyl-4H-[1,2,4]oxadiazol-5-one). The yield is 9.3%. RXN SMILES: [C:1]1([C:7]2[NH:11][C:10](=[O:12])[O:9][N:8]=2)[CH:6]=[CH:5][CH:4]=[CH:3][CH:2]=1.O1CCCC1.[H-].[Na+].[CH3:20][C:21]1[C:25]([S:26](Cl)(=[O:28])=[O:27])=[C:24]([CH3:30])[O:23][N:22]=1>O>[CH3:20][C:21]1[C:25]([S:26]([N:11]2[C:10](=[O:12])[O:9][N:8]=[C:7]2[C:1]2[CH:2]=[CH:3][CH:4]=[CH:5][CH:6]=2)(=[O:28])=[O:27])=[C:24]([CH3:30])[O:23][N:22]=1 |f:2.3|. Procedure: At room temperature, a mixture of 2.0 g (15 mmol) of 3-phenyl-4H-[1,2,4]oxadiazol-5-one and 30 ml absolute tetrahydrofuran is admixed with stirring with 0.40 g (10 mmol) of a suspension of sodium hydride (60% strength) and then stirred at room temperature for 10 minutes. 1.9 g (10 mmol) of 3,5-dimethylisoxazol-4-sulphonyl chloride are subsequently added, and the mixture is stirred at room temperature for another 20 hours. For work-up, the reaction mixture is poured into 150 ml of water. The resu... Starting materials: COC(C)(C)OC (2,2-dimethoxypropane), C(C)(=O)O (acetic acid), C(C1=CC=CC=C1)OC=1C=CC=2C3=C(C=NC2C1)N=C(N3N)COCC (7-benzyloxy-2-ethoxymethyl-1H-imidazo[4,5-c]quinolin-1-amine). Solvent: C(Cl)(Cl)Cl (CHCl3), C(C)#N (acetonitrile). Reaction conditions: temperature 100 celsius, time 22 hour. Yields the product C(C1=CC=CC=C1)OC=1C=CC=2C3=C(C=NC2C1)N=C(N3N=C(C)C)COCC (N-(7-benzyloxy-2-ethoxymethyl-1H-imidazo[4,5-c]quinolin-1-yl)isopropylideneamine). Yield: 100.0%. As a reaction SMILES: [CH2:1]([O:8][C:9]1[CH:10]=[CH:11][C:12]2[C:13]3[N:21]([NH2:22])[C:20]([CH2:23][O:24][CH2:25][CH3:26])=[N:19][C:14]=3[CH:15]=[N:16][C:17]=2[CH:18]=1)[C:2]1[CH:7]=[CH:6][CH:5]=[CH:4][CH:3]=1.CO[C:29](OC)([CH3:31])[CH3:30].C(O)(=O)C>C(#N)C.C(Cl)(Cl)Cl>[CH2:1]([O:8][C:9]1[CH:10]=[CH:11][C:12]2[C:13]3[N:21]([N:22]=[C:29]([CH3:31])[CH3:30])[C:20]([CH2:23][O:24][CH2:25][CH3:26])=[N:19][C:14]=3[CH:15]=[N:16][C:17]=2[CH:18]=1)[C:2]1[CH:3]=[CH:4][CH:5]=[CH:6][CH:7]=1. Procedure: A suspension of 7-benzyloxy-2-ethoxymethyl-1H-imidazo[4,5-c]quinolin-1-amine (6.91 g, 19.8 mmol) in 55 mL of acetonitrile was treated with 2,2-dimethoxypropane (12.2 mL, 99.2 mmol) and 14 mL of glacial acetic acid. The reaction mixture was heated to 100° C. under an atmosphere of nitrogen. After 22 h, the reaction was cooled to ambient temperature and concentrated under reduced pressure to yield a brown oil. The oil was dissolved in 125 mL of CHCl3 and washed with saturated NaHCO3 solution (2×30... Reactants: CS(C)=O, CCN(C(C)C)C(C)C, ClCCl, COc1cc(CO)ccc1C(=O)CNCCN1CCC(OC(=O)Nc2ccccc2-c2ccccc2)CC1, O=S(=O)=O, c1ccncc1. The product is COc1cc(C=O)ccc1C(=O)CNCCN1CCC(OC(=O)Nc2ccccc2-c2ccccc2)CC1. As a reaction SMILES: [CH3:39][S:40]([CH3:41])=[O:42].[CH:43]([N:44]([CH2:45][CH3:46])[CH:47]([CH3:48])[CH3:49])([CH3:50])[CH3:51].[Cl:62][CH2:63][Cl:64].[OH:1][CH2:2][c:3]1[cH:4][c:5]([O:37][CH3:38])[c:6]([C:7](=[O:8])[CH2:9][NH:10][CH2:11][CH2:12][N:13]2[CH2:14][CH2:15][CH:16]([O:19][C:20]([NH:21][c:22]3[c:23](-[c:28]4[cH:29][cH:30][cH:31][cH:32][cH:33]4)[cH:24][cH:25][cH:26][cH:27]3)=[O:34])[CH2:17][CH2:18]2)[cH:35][cH:36]1.[S:58](=[O:59])(=[O:60])=[O:61].[n:52]1[cH:53][cH:54][cH:55][cH:56][cH:57]1>>[O:1]=[CH:2][c:3]1[cH:4][c:5]([O:37][CH3:38])[c:6]([C:7](=[O:8])[CH2:9][NH:10][CH2:11][CH2:12][N:13]2[CH2:14][CH2:15][CH:16]([O:19][C:20]([NH:21][c:22]3[c:23](-[c:28]4[cH:29][cH:30][cH:31][cH:32][cH:33]4)[cH:24][cH:25][cH:26][cH:27]3)=[O:34])[CH2:17][CH2:18]2)[cH:35][cH:36]1. Reactants: [N+](=O)([O-])C1=CC=C(CC2=C(N=C(S2)N)C2=CC=CC=C2)C=C1 (5-(4-nitro-benzyl)-4-phenyl-thiazol-2-ylamine), COC=1C=C(C(=O)Cl)C=CC1OC (3,4-dimethoxy-benzoyl chloride). Product: COC=1C=C(C(=O)NC=2SC(=C(N2)C2=CC=CC=C2)CC2=CC=C(C=C2)[N+](=O)[O-])C=CC1OC (3,4-dimethoxy-N-[5-(4-nitro-benzyl)-4-phenyl-thiazol-2-yl]-benzamide). Isolated yield 64.7%. RXN SMILES: [N+:1]([C:4]1[CH:22]=[CH:21][C:7]([CH2:8][C:9]2[S:13][C:12]([NH2:14])=[N:11][C:10]=2[C:15]2[CH:20]=[CH:19][CH:18]=[CH:17][CH:16]=2)=[CH:6][CH:5]=1)([O-:3])=[O:2].[CH3:23][O:24][C:25]1[CH:26]=[C:27]([CH:31]=[CH:32][C:33]=1[O:34][CH3:35])[C:28](Cl)=[O:29]>>[CH3:23][O:24][C:25]1[CH:26]=[C:27]([CH:31]=[CH:32][C:33]=1[O:34][CH3:35])[C:28]([NH:14][C:12]1[S:13][C:9]([CH2:8][C:7]2[CH:21]=[CH:22][C:4]([N+:1]([O-:3])=[O:2])=[CH:5][CH:6]=2)=[C:10]([C:15]2[CH:20]=[CH:19][CH:18]=[CH:17][CH:16]=2)[N:11]=1)=[O:29]. Procedure details: A procedure similar to that in Example 4 was used. 5-(4-nitro-benzyl)-4-phenyl-thiazol-2-ylamine prepared in Example 26 and 3,4-dimethoxy-benzoyl chloride prepared in the step 1 of Example 12 were used as starting materials, allowed to react at room temperature overnight, followed by post-treatment to obtain a crude product, which was purified by a silica gel column chromatography eluted with a gradient of dichloromethane and ethyl acetate (100:0-10:1) to obtain a product as a white solid in a y...